From a dataset of the Open Reaction Database (ORD), a public repository of structured organic reaction records. describe an organic reaction: reactants, conditions, products, and yield Product: Nc1nc2c(ncn2COCCO)c(=O)[nH]1, O=[N+]([O-])[O-]. As a reaction SMILES: [CH3:26][C:27]#[N:28].[NH2:1][c:2]1[n:3][c:4]2[n:5]([CH2:6][O:7][CH2:8][CH2:9][OH:10])[cH:11][n:12][c:13]2[c:14](=[O:15])[nH:16]1.[O:21]1[CH2:22][CH2:23][CH2:24][CH2:25]1.[OH:17][N+:18]([O-:19])=[O:20]>>[NH2:1][c:2]1[n:3][c:4]2[n:5]([CH2:6][O:7][CH2:8][CH2:9][OH:10])[cH:11][n:12][c:13]2[c:14](=[O:15])[nH:16]1.[O:17]=[N+:18]([O-:19])[O-:20]. Starting materials: CC#N, Nc1nc2c(ncn2COCCO)c(=O)[nH]1, C1CCOC1, O=[N+]([O-])O.